This data is from the Open Reaction Database (ORD), a public repository of structured organic reaction records. The task is: describe an organic reaction: reactants, conditions, products, and yield Reactants: C[Mg]Br (Methylmagnesium bromide), C(C)(C)(C)S(=O)\N=C\C1=CN=C2N1C[C@@H](CC[C@H]2NC(OC(C)(C)C)=O)C2=C(C(=CC=C2)F)F (tert-butyl [(6S,9R)-3-{(E)-[(tert-butylsulfinyl)imino]methyl}-6-(2,3-difluorophenyl)-6,7,8,9-tetrahydro-5H-imidazo[1,2-a]azepin-9-yl]carbamate), C[Mg]Br (methylmagnesium bromide). The solvent is O1CCCC1 (tetrahydrofuran). Reaction conditions: time 5 minute. Yields the product C(C)(C)(C)S(=O)NC(C)C1=CN=C2N1C[C@@H](CC[C@H]2NC(OC(C)(C)C)=O)C2=C(C(=CC=C2)F)F (tert-Butyl [(6S,9R)-3-{1-[(tert-butylsulfinyl)amino]ethyl}-6-(2,3-difluorophenyl)-6,7,8,9-tetrahydro-5H-imidazo[1,2-a]azepin-9-yl]carbamate). Yield: 117.5%. As a reaction SMILES: [CH3:1][Mg]Br.[C:4]([S:8](/[N:10]=[CH:11]/[C:12]1[N:16]2[CH2:17][C@H:18]([C:30]3[CH:35]=[CH:34][CH:33]=[C:32]([F:36])[C:31]=3[F:37])[CH2:19][CH2:20][C@@H:21]([NH:22][C:23](=[O:29])[O:24][C:25]([CH3:28])([CH3:27])[CH3:26])[C:15]2=[N:14][CH:13]=1)=[O:9])([CH3:7])([CH3:6])[CH3:5]>O1CCCC1>[C:4]([S:8]([NH:10][CH:11]([C:12]1[N:16]2[CH2:17][C@H:18]([C:30]3[CH:35]=[CH:34][CH:33]=[C:32]([F:36])[C:31]=3[F:37])[CH2:19][CH2:20][C@@H:21]([NH:22][C:23](=[O:29])[O:24][C:25]([CH3:28])([CH3:27])[CH3:26])[C:15]2=[N:14][CH:13]=1)[CH3:1])=[O:9])([CH3:5])([CH3:6])[CH3:7]. Reported procedure: Methylmagnesium bromide (0.24 mL, 0.71 mmol) was added to a solution of tert-butyl [(6S,9R)-3-{(E)-[(tert-butylsulfinyl)imino]methyl}-6-(2,3-difluorophenyl)-6,7,8,9-tetrahydro-5H-imidazo[1,2-a]azepin-9-yl]carbamate (117 mg, 0.24 mmol) in tetrahydrofuran (4 mL) at 0° C. After 5 min, the mixture was warmed to ambient temperature. After 1.5 h, additional methylmagnesium bromide (0.24 mL, 0.71 mmol) was added. After 1.5 h, the reaction mixture was cooled to 0° C. and quenched with saturated aqueous ... The reactants are C([O-])([O-])=O.[Cs+].[Cs+] (Cesium carbonate), COC(CCC1=C(C=C(C=C1)S)C)=O (3-(4-Mercapto-2-methyl-phenyl)-propionic acid-methyl ester), ClCC1=C(N=C(S1)C1=CC=C(C=C1)C(F)(F)F)COC1=CC=CC=C1 (5-Chloromethyl-4-phenoxymethyl-2-(4-trifluoromethyl-phenyl)-thiazole). Solvent: C(C)#N (acetonitrile). Yields the product COC(CCC1=C(C=C(C=C1)SCC1=C(N=C(S1)C1=CC=C(C=C1)C(F)(F)F)COC1=CC=CC=C1)C)=O (3-{2-Methyl-4-[4-phenoxymethyl-2-(4-trifluoromethyl-phenyl)-thiazol-5-ylmethylsulfanyl]-phenyl}-propionic acid methyl ester). Yield: 34.5%. RXN SMILES: [CH3:1][O:2][C:3](=[O:14])[CH2:4][CH2:5][C:6]1[CH:11]=[CH:10][C:9]([SH:12])=[CH:8][C:7]=1[CH3:13].C(=O)([O-])[O-].[Cs+].[Cs+].Cl[CH2:22][C:23]1[S:27][C:26]([C:28]2[CH:33]=[CH:32][C:31]([C:34]([F:37])([F:36])[F:35])=[CH:30][CH:29]=2)=[N:25][C:24]=1[CH2:38][O:39][C:40]1[CH:45]=[CH:44][CH:43]=[CH:42][CH:41]=1>C(#N)C>[CH3:1][O:2][C:3](=[O:14])[CH2:4][CH2:5][C:6]1[CH:11]=[CH:10][C:9]([S:12][CH2:22][C:23]2[S:27][C:26]([C:28]3[CH:29]=[CH:30][C:31]([C:34]([F:35])([F:36])[F:37])=[CH:32][CH:33]=3)=[N:25][C:24]=2[CH2:38][O:39][C:40]2[CH:45]=[CH:44][CH:43]=[CH:42][CH:41]=2)=[CH:8][C:7]=1[CH3:13] |f:1.2.3|. Procedure: 3-(4-Mercapto-2-methyl-phenyl)-propionic acid-methyl ester (126 mg, 0.600 mmol) is dissolved into anhydrous acetonitrile (ACN) (2 mL). Cesium carbonate (326 mg, 1.00 mmol) is added to the reaction, followed by the addition of 5-Chloromethyl-4-phenoxymethyl-2-(4-trifluoromethyl-phenyl)-thiazole (200 mg, 0.5211 mmol). The reaction is allowed to stir under nitrogen at room temperature and monitored by TLC and HPLC. Upon complete consumption of the chloride, the reaction is diluted with diethyl ethe... Starting materials: O=C([O-])[O-], CC(C)(C)c1cccc(C#C[Si](C)(C)C)c1, CO, CCOC(C)=O, [K+], [K+]. The product is C#Cc1cccc(C(C)(C)C)c1. As a reaction SMILES: [C:17](=[O:18])([O-:19])[O-:20].[C:1]([CH3:2])([CH3:3])([CH3:4])[c:5]1[cH:6][c:7]([C:11]#[C:12][Si:13]([CH3:14])([CH3:15])[CH3:16])[cH:8][cH:9][cH:10]1.[CH3:23][OH:24].[CH3:25][CH2:26][O:27][C:28](=[O:29])[CH3:30].[K+:21].[K+:22]>>[C:1]([CH3:2])([CH3:3])([CH3:4])[c:5]1[cH:6][c:7]([C:11]#[CH:12])[cH:8][cH:9][cH:10]1. The reactants are C1(=CC=CC=C1)C (toluene), C[Si](N[Si](C)(C)C)(C)C (hexamethyldisilazane), C1(=CC=CC=C1)C (toluene), C1(=CC=CC=C1)C (toluene), NCCC[Si](OCC)(OCC)OCC (3-aminopropyl triethoxysilane), C1(\C=C/C(=O)O1)=O (maleic anhydride), C1(=CC=CC=C1)C (toluene). Reagents/catalysts: [Cl-].[Zn+2].[Cl-] (zinc chloride). Reaction conditions: temperature 80 celsius, time 2 hour. Yields the product CCCC(C)O[Si](N1C(C=CC1=O)=O)(OCC)OCC (N-(3-propyl triethoxysilyl)maleimide). As a reaction SMILES: [C:1]1(=[O:7])[O:6][C:4](=O)[CH:3]=[CH:2]1.NCCC[Si:12]([O:19][CH2:20][CH3:21])([O:16][CH2:17][CH3:18])[O:13][CH2:14][CH3:15].C[Si](C)(C)[NH:24][Si](C)(C)C.[C:31]1([CH3:37])C=CC=C[CH:32]=1>[Cl-].[Zn+2].[Cl-]>[CH3:32][CH2:31][CH2:37][CH:20]([O:19][Si:12]([O:13][CH2:14][CH3:15])([O:16][CH2:17][CH3:18])[N:24]1[C:1](=[O:7])[CH:2]=[CH:3][C:4]1=[O:6])[CH3:21] |f:4.5.6|. Procedure details: N-(3-propyl triethoxysilyl)maleimide (PSM) is prepared by the addition of 100 mL of a 2.33 molar saturated anhydrous toluene solution of maleic anhydride (22.85 g of anhydride, 0.233 mol) to a one liter flask containing 100 mL of dry toluene and then, under nitrogen, slowly dripping in a solution of 3-aminopropyl triethoxysilane (51.6 g, 54.8 mL, 0.233 mol) dissolved in 100 mL of dry toluene over a 15 minute period. After stirring 2 hours, anhydrous zinc chloride (10 g, 73.3 mmol) and hexamethyl... Reactants: CC1(C(NC2=C(C=CC=C12)C)=O)C (3,3,7-trimethyl-1,3-dihydro-2H-indol-2-one), ClCCOC1OCCCC1 (2-(2-chloroethoxy)tetrahydro-2H-pyran). The product is OCCN1C(C(C2=CC=CC(=C12)C)(C)C)=O (1-(2-Hydroxy-1-ethyl)-3,3,7-trimethyl-1,3-dihydro-2H-indol-2-one). As a reaction SMILES: [CH3:1][C:2]1([CH3:13])[C:10]2[C:5](=[C:6]([CH3:11])[CH:7]=[CH:8][CH:9]=2)[NH:4][C:3]1=[O:12].Cl[CH2:15][CH2:16][O:17]C1CCCCO1>>[OH:17][CH2:16][CH2:15][N:4]1[C:5]2[C:10](=[CH:9][CH:8]=[CH:7][C:6]=2[CH3:11])[C:2]([CH3:13])([CH3:1])[C:3]1=[O:12]. Procedure: Prepared from 3,3,7-trimethyl-1,3-dihydro-2H-indol-2-one (prepared by the method of Endler and Becker; Organic Syntheses Coll. vol. 4 page 657) and 2-(2-chloroethoxy)tetrahydro-2H-pyran as described above. Product: O[C@@H]1C(C2CCC=3C4=CC[C@H]([C@H](CC#N)C)[C@]4(CCC3[C@]2(CC1)C)C)(C)C ((20S)-3β-hydroxy-4,4,20-trimethyl-pregna-8,14-dien-21-carbonitril). Reaction SMILES: [C-:1]#[N:2].[K+].[CH3:4][C:5]1([CH3:39])[C@@H:35](O)[CH2:34][CH2:33][C@@:32]2([CH3:37])[CH:6]1[CH2:7][CH2:8][C:9]1[C:10]3[C@:28]([CH3:38])([CH2:29][CH2:30][C:31]=12)[C@@H:13]([C@H:14]([CH3:27])[CH2:15]OS(C1C=CC(C)=CC=1)(=O)=O)[CH2:12][CH:11]=3.[OH2:40]>CS(C)=O>[OH:40][C@H:35]1[CH2:34][CH2:33][C@@:32]2([CH3:37])[CH:6]([CH2:7][CH2:8][C:9]3[C:10]4[C@:28]([CH3:38])([CH2:29][CH2:30][C:31]=32)[C@@H:13]([C@@H:14]([CH3:27])[CH2:15][C:1]#[N:2])[CH2:12][CH:11]=4)[C:5]1([CH3:39])[CH3:4] |f:0.1|. Procedure: 1.7 g potassium cyanide were added to a solution of 4.7 g (20S)-4,4,20-trimethyl-21-tosyloxy-pregna-8,14-dien-3β-ol in 90 ml DMSO at room temperature. The mixture was stirred for 2 h at 90° C., poured into water, extracted with ethyl acetate and washed with water. The organic layer was dried over sodium sulfate, filtered and concentrated under reduced pressure to give 2.8 g (20S)-3β-hydroxy-4,4,20-trimethyl-pregna-8,14-dien-21-carbonitril as a white solid which was used without further purificat... Reaction conditions: temperature 90 celsius, time 2 hour. The solvent is CS(=O)C (DMSO). The reactants are [C-]#N.[K+] (potassium cyanide), CC1(C2CCC=3C4=CC[C@H]([C@@H](COS(=O)(=O)C5=CC=C(C)C=C5)C)[C@]4(CCC3[C@]2(CC[C@@H]1O)C)C)C ((20S)-4,4,20-trimethyl-21-tosyloxy-pregna-8,14-dien-3β-ol), O (water). Reactants: BrCC=1C=CC2=C(C(=C(O2)[N+](=O)[O-])C2=CC=CC=C2)C1 (5-bromomethyl-2-nitro-3-phenylbenzofuran), C1(=CC=CC=C1)N1CCNCC1 (N-phenylpiperazine). Solvent: C(C)O (ethanol). Product: [N+](=O)([O-])C=1OC2=C(C1C1=CC=CC=C1)C=C(C=C2)CN2CCN(CC2)C2=CC=CC=C2 (4-(2-nitro-3-phenyl-5-benzofuranylmethyl)-1-phenylpiperazine). As a reaction SMILES: Br[CH2:2][C:3]1[CH:4]=[CH:5][C:6]2[O:10][C:9]([N+:11]([O-:13])=[O:12])=[C:8]([C:14]3[CH:19]=[CH:18][CH:17]=[CH:16][CH:15]=3)[C:7]=2[CH:20]=1.[C:21]1([N:27]2[CH2:32][CH2:31][NH:30][CH2:29][CH2:28]2)[CH:26]=[CH:25][CH:24]=[CH:23][CH:22]=1>C(O)C>[N+:11]([C:9]1[O:10][C:6]2[CH:5]=[CH:4][C:3]([CH2:2][N:30]3[CH2:31][CH2:32][N:27]([C:21]4[CH:26]=[CH:25][CH:24]=[CH:23][CH:22]=4)[CH2:28][CH2:29]3)=[CH:20][C:7]=2[C:8]=1[C:14]1[CH:19]=[CH:18][CH:17]=[CH:16][CH:15]=1)([O-:13])=[O:12]. Procedure details: Using the method of Example 1, 5-bromomethyl-2-nitro-3-phenylbenzofuran is reacted with N-phenylpiperazine in ethanol to provide yellow needles of 4-(2-nitro-3-phenyl-5-benzofuranylmethyl)-1-phenylpiperazine, m.p. 155°-157° C., having the structure ##STR12## Yields the product CCC1(CC2(C(F)(F)F)CO2)CCCc2ccccc21. Reactants: C1CCOC1, CCC1(CC(=O)C(F)(F)F)CCCc2ccccc21, CS(C)=O, C[S+](C)(C)=O, [H-], [I-], [Na+], O. Reaction SMILES: [CH2:33]1[O:34][CH2:35][CH2:36][CH2:37]1.[CH2:9]([CH3:10])[C:11]1([CH2:21][C:22]([C:23]([F:24])([F:25])[F:26])=[O:27])[CH2:12][CH2:13][CH2:14][c:15]2[cH:16][cH:17][cH:18][cH:19][c:20]21.[CH3:29][S:30]([CH3:31])=[O:32].[CH3:4][S+:5]([CH3:6])([CH3:7])=[O:8].[H-:1].[I-:3].[Na+:2].[OH2:28]>>[CH2:4]1[C:22]([CH2:21][C:11]2([CH2:9][CH3:10])[CH2:12][CH2:13][CH2:14][c:15]3[cH:16][cH:17][cH:18][cH:19][c:20]32)([C:23]([F:24])([F:25])[F:26])[O:27]1. Starting materials: CCCSc1nc(C(F)(F)F)ccc1C=CC(=O)O, COc1nc(OC)nc([N+]2(C)CCOCC2)n1, [Cl-], Cl, C#Cc1cc(CN)cc(F)c1NS(C)(=O)=O, O. Product: C#Cc1cc(CNC(=O)C=Cc2ccc(C(F)(F)F)nc2SCCC)cc(F)c1NS(C)(=O)=O. RXN SMILES: [CH2:37]([CH2:38][CH3:39])[S:40][c:41]1[n:42][c:43]([C:52]([F:53])([F:54])[F:55])[cH:44][cH:45][c:46]1[CH:47]=[CH:48][C:49](=[O:50])[OH:51].[CH3:20][O:21][c:22]1[n:23][c:24]([O:25][CH3:26])[n:27][c:28]([N+:29]2([CH3:30])[CH2:31][CH2:32][O:33][CH2:34][CH2:35]2)[n:36]1.[Cl-:19].[ClH:17].[NH2:1][CH2:2][c:3]1[cH:4][c:5]([F:16])[c:6]([NH:11][S:12](=[O:13])(=[O:14])[CH3:15])[c:7]([C:9]#[CH:10])[cH:8]1.[OH2:18]>>[NH:1]([CH2:2][c:3]1[cH:4][c:5]([F:16])[c:6]([NH:11][S:12](=[O:13])(=[O:14])[CH3:15])[c:7]([C:9]#[CH:10])[cH:8]1)[C:49]([CH:48]=[CH:47][c:46]1[c:41]([S:40][CH2:37][CH2:38][CH3:39])[n:42][c:43]([C:52]([F:53])([F:54])[F:55])[cH:44][cH:45]1)=[O:50].